From a dataset of the Open Reaction Database (ORD), a public repository of structured organic reaction records. describe an organic reaction: reactants, conditions, products, and yield Starting materials: COc1ccc(S(=O)(=O)Cl)cc1, O=C(Nc1ccc(OC(F)(F)F)cc1)C1(F)CCNCC1, c1ccncc1. The product is COc1ccc(S(=O)(=O)N2CCC(F)(C(=O)Nc3ccc(OC(F)(F)F)cc3)CC2)cc1. As a reaction SMILES: [CH3:22][O:23][c:24]1[cH:25][cH:26][c:27]([S:30](=[O:31])(=[O:32])[Cl:33])[cH:28][cH:29]1.[F:1][C:2]([O:3][c:4]1[cH:5][cH:6][c:7]([NH:10][C:11](=[O:12])[C:13]2([F:19])[CH2:14][CH2:15][NH:16][CH2:17][CH2:18]2)[cH:8][cH:9]1)([F:20])[F:21].[cH:34]1[cH:35][cH:36][n:37][cH:38][cH:39]1>>[F:1][C:2]([O:3][c:4]1[cH:5][cH:6][c:7]([NH:10][C:11](=[O:12])[C:13]2([F:19])[CH2:14][CH2:15][N:16]([S:30]([c:27]3[cH:26][cH:25][c:24]([O:23][CH3:22])[cH:29][cH:28]3)(=[O:31])=[O:32])[CH2:17][CH2:18]2)[cH:8][cH:9]1)([F:20])[F:21].